From a dataset of the Open Reaction Database (ORD), a public repository of structured organic reaction records. describe an organic reaction: reactants, conditions, products, and yield Starting materials: ClC(C(=O)NC(C(C1=CC=C(C=C1)S(=O)(=O)C)OC(CCCBr)=O)CF)Cl (4-bromo-butyric acid 2-(2,2-dichloro-acetylamino)-3-fluoro-1-(4-methanesulfonyl-phenyl)-propyl ester), CN1C=NC=C1 (1-methylimidazol). Solvent: O1CCCC1 (tetrahydrofuran), CCOCC (ether). Run at time 24 hour. The product is [Br-].ClC(C(=O)NC(C(OC(=O)CCC[N+]1=CN(C=C1)C)C1=CC=C(C=C1)S(=O)(=O)C)CF)Cl (1-[3-[2-(2,2-Dichloro-acetylamino)-3-fluoro-1-(4-methanesulfonyl-phenyl)-propoxycarbonyl]-propyl]-3-methyl-3H-imidazol-1-ium bromide). The yield is 56.0%. Reaction SMILES: [Cl:1][CH:2]([Cl:27])[C:3]([NH:5][CH:6]([CH2:25][F:26])[CH:7]([O:18][C:19](=[O:24])[CH2:20][CH2:21][CH2:22][Br:23])[C:8]1[CH:13]=[CH:12][C:11]([S:14]([CH3:17])(=[O:16])=[O:15])=[CH:10][CH:9]=1)=[O:4].[CH3:28][N:29]1[CH:33]=[CH:32][N:31]=[CH:30]1>O1CCCC1.CCOCC>[Br-:23].[Cl:1][CH:2]([Cl:27])[C:3]([NH:5][CH:6]([CH2:25][F:26])[CH:7]([C:8]1[CH:13]=[CH:12][C:11]([S:14]([CH3:17])(=[O:16])=[O:15])=[CH:10][CH:9]=1)[O:18][C:19]([CH2:20][CH2:21][CH2:22][N+:31]1[CH:32]=[CH:33][N:29]([CH3:28])[CH:30]=1)=[O:24])=[O:4] |f:4.5|. Reported procedure: A solution of 4-bromo-butyric acid 2-(2,2-dichloro-acetylamino)-3-fluoro-1-(4-methanesulfonyl-phenyl)-propyl ester (1.8 g, 1 equivalent) and 1-methylimidazol (0.56 mL, 2 equivalents) was stirred in tetrahydrofuran (6 mL) at room temperature overnight. The solution was diluted with ether and the precipitates were collected by filtration and stirred in a mixture of ethyl acetate and hexanes (1:1) at room temperature for 24 hours. The purified title methylimidazolium bromide was collected by filtra... Reactants: C#CCBr, C1CCOC1, [Cl-], CC1NC(=O)OC1c1cc(C(F)(F)F)cc(C(F)(F)F)c1, [H-], [NH4+], [Na+]. Product: C#CCN1C(=O)OC(c2cc(C(F)(F)F)cc(C(F)(F)F)c2)C1C. Reaction SMILES: [CH2:24]([C:25]#[CH:26])[Br:27].[CH2:30]1[O:31][CH2:32][CH2:33][CH2:34]1.[Cl-:28].[F:3][C:4]([c:5]1[cH:6][c:7]([CH:15]2[CH:16]([CH3:21])[NH:17][C:18](=[O:20])[O:19]2)[cH:8][c:9]([C:11]([F:12])([F:13])[F:14])[cH:10]1)([F:22])[F:23].[H-:1].[NH4+:29].[Na+:2]>>[F:3][C:4]([c:5]1[cH:6][c:7]([CH:15]2[CH:16]([CH3:21])[N:17]([CH2:26][C:25]#[CH:24])[C:18](=[O:20])[O:19]2)[cH:8][c:9]([C:11]([F:12])([F:13])[F:14])[cH:10]1)([F:22])[F:23]. Reactants: O=C([O-])[O-], CC#N, Fc1cc(Cl)cnc1F, [K+], [K+], C1COCCOCCOCCOCCOCCO1, O, COC(=O)C(C)Oc1ccc(O)cc1. The product is COC(=O)C(C)Oc1ccc(Oc2ncc(Cl)cc2F)cc1. Reaction SMILES: [C:24](=[O:25])([O-:26])[O-:27].[CH3:48][C:49]#[N:50].[Cl:1][c:2]1[cH:3][c:4]([F:9])[c:5]([F:8])[n:6][cH:7]1.[K+:28].[K+:29].[O:30]1[CH2:31][CH2:32][O:33][CH2:34][CH2:35][O:36][CH2:37][CH2:38][O:39][CH2:40][CH2:41][O:42][CH2:43][CH2:44][O:45][CH2:46][CH2:47]1.[OH2:51].[OH:10][c:11]1[cH:12][cH:13][c:14]([O:15][CH:16]([C:17](=[O:18])[O:19][CH3:20])[CH3:21])[cH:22][cH:23]1>>[Cl:1][c:2]1[cH:3][c:4]([F:9])[c:5]([O:10][c:11]2[cH:12][cH:13][c:14]([O:15][CH:16]([C:17](=[O:18])[O:19][CH3:20])[CH3:21])[cH:22][cH:23]2)[n:6][cH:7]1. The reactants are C(#N)C1=NC=C(C(=O)O)C=C1 (6-cyanonicotinic acid), C1(CC1)CN1C(N(C(C=2NC(=NC12)CC1=CC=C(C=C1)NC)=O)CC1=C(C=CC=C1)F)=O (3-cyclopropylmethyl-8-[4-(methylamino)-benzyl]-1-(2-fluorobenzyl)-3,7-dihydropurine-2,6-dione), final reagent. The reagents and catalysts are CN(C1=CC=NC=C1)C (4-dimethylaminopyridine). The product is C(#N)C1=NC=C(C(=O)N(C)C2=CC=C(C=C2)CC2=NC=3N(C(N(C(C3N2)=O)CC2=C(C=CC=C2)F)=O)CC2CC2)C=C1 (6-Cyano-N-{4-[3-cyclopropylmethyl-1-(2-fluorobenzyl)-2,6-dioxo-2,3,6,7-tetrahydro-1H-purin-8-ylmethyl]-phenyl}-N-methyl-nicotinamide). As a reaction SMILES: [C:1]([C:3]1[CH:11]=[CH:10][C:6]([C:7]([OH:9])=O)=[CH:5][N:4]=1)#[N:2].[CH:12]1([CH2:15][N:16]2[C:24]3[N:23]=[C:22]([CH2:25][C:26]4[CH:31]=[CH:30][C:29]([NH:32][CH3:33])=[CH:28][CH:27]=4)[NH:21][C:20]=3[C:19](=[O:34])[N:18]([CH2:35][C:36]3[CH:41]=[CH:40][CH:39]=[CH:38][C:37]=3[F:42])[C:17]2=[O:43])[CH2:14][CH2:13]1>CN(C)C1C=CN=CC=1>[C:1]([C:3]1[CH:11]=[CH:10][C:6]([C:7]([N:32]([C:29]2[CH:30]=[CH:31][C:26]([CH2:25][C:22]3[NH:21][C:20]4[C:19](=[O:34])[N:18]([CH2:35][C:36]5[CH:41]=[CH:40][CH:39]=[CH:38][C:37]=5[F:42])[C:17](=[O:43])[N:16]([CH2:15][CH:12]5[CH2:14][CH2:13]5)[C:24]=4[N:23]=3)=[CH:27][CH:28]=2)[CH3:33])=[O:9])=[CH:5][N:4]=1)#[N:2]. Reported procedure: This compound was prepared by a method similar to that described in example 79 except that 6-cyanonicotinic acid (Lancaster) was used in place of N-acetyl-6-amino-2-pyridine carboxylic acid, the reaction was performed using 0.66 equivalents of 3-cyclopropylmethyl-8-[4-(methylamino)-benzyl]-1-(2-fluorobenzyl)-3,7-dihydropurine-2,6-dione and 0.68 equivalents of 4-dimethylaminopyridine was added as the final reagent to the reaction mixture. The product was purified by chromatography using silica ge...